Dataset: the Open Reaction Database (ORD), a public repository of structured organic reaction records. Task: describe an organic reaction: reactants, conditions, products, and yield The reactants are CC(C)O\N=C(/C(=O)O)\C=1N=C(SC1)NC(C1=CC=CC=C1)(C1=CC=CC=C1)C1=CC=CC=C1 ((Z)-2-(2-propoxyimino)-2-(2-tritylaminothiazol-4-yl)acetic acid), P(Cl)(Cl)(Cl)(Cl)Cl (phosphorus pentachloride), NC1[C@@H]2N(C(=C(CS2)CCl)C(=O)OC(C2=CC=CC=C2)C2=CC=CC=C2)C1=O (Benzhydryl 7-Amino-3-chloromethyl-3-cephem-4-carboxylate). Run in ClCCl (dichloromethane), ClCCl (dichloromethane), C(C)(=O)OCC (ethyl acetate). Run at time 1 hour. The product is ClCC=1CS[C@H]2N(C1C(=O)OC(C1=CC=CC=C1)C1=CC=CC=C1)C(C2NC(\C(\C=2N=C(SC2)NC(C2=CC=CC=C2)(C2=CC=CC=C2)C2=CC=CC=C2)=N/OC(C)C)=O)=O (Diphenylmethyl 3-Chloromethyl-7-[(Z)-2-(2-propoxyimino)-2-(2-tritylaminothiazol-4-yl)acetamido]-3-cephem-4-carboxylate). Yield: 107.5%. RXN SMILES: [CH3:1][CH:2]([O:4]/[N:5]=[C:6](/[C:10]1[N:11]=[C:12]([NH:15][C:16]([C:29]2[CH:34]=[CH:33][CH:32]=[CH:31][CH:30]=2)([C:23]2[CH:28]=[CH:27][CH:26]=[CH:25][CH:24]=2)[C:17]2[CH:22]=[CH:21][CH:20]=[CH:19][CH:18]=2)[S:13][CH:14]=1)\[C:7]([OH:9])=O)[CH3:3].P(Cl)(Cl)(Cl)(Cl)Cl.[NH2:41][CH:42]1[C:67](=[O:68])[N:44]2[C:45]([C:51]([O:53][CH:54]([C:61]3[CH:66]=[CH:65][CH:64]=[CH:63][CH:62]=3)[C:55]3[CH:60]=[CH:59][CH:58]=[CH:57][CH:56]=3)=[O:52])=[C:46]([CH2:49][Cl:50])[CH2:47][S:48][C@H:43]12>ClCCl.C(OCC)(=O)C>[Cl:50][CH2:49][C:46]1[CH2:47][S:48][C@@H:43]2[CH:42]([NH:41][C:7](=[O:9])/[C:6](=[N:5]\[O:4][CH:2]([CH3:3])[CH3:1])/[C:10]3[N:11]=[C:12]([NH:15][C:16]([C:23]4[CH:28]=[CH:27][CH:26]=[CH:25][CH:24]=4)([C:17]4[CH:18]=[CH:19][CH:20]=[CH:21][CH:22]=4)[C:29]4[CH:34]=[CH:33][CH:32]=[CH:31][CH:30]=4)[S:13][CH:14]=3)[C:67](=[O:68])[N:44]2[C:45]=1[C:51]([O:53][CH:54]([C:61]1[CH:62]=[CH:63][CH:64]=[CH:65][CH:66]=1)[C:55]1[CH:60]=[CH:59][CH:58]=[CH:57][CH:56]=1)=[O:52]. Reported procedure: A mixture of (Z)-2-(2-propoxyimino)-2-(2-tritylaminothiazol-4-yl)acetic acid (IVc) (707 mg, 1.5 mmoles) and phosphorus pentachloride (344 mg, 1.65 mmoles) in dichloromethane (14 ml) was stirred at room temperature for 1 hour and poured into a solution of Compound V (677 mg, 1.5 mmoles) and BSA (1.1 ml, 4.5 mmoles) in dichloromethane (15 ml). The reaction mixture was stirred at room temperature for 30 minutes, diluted with ethyl acetate (200 ml), washed with aqueous sodium bicarbonate (100 ml) an... Starting materials: Brc1cncc2[nH]ccc12, C1COCCO1, [Cu+], CCCC[Sn](CCCC)(CCCC)c1nc(N2CCOCC2)c2nc(CN3CC(N4CCOCC4)C3)sc2n1, O=C([O-])c1cccs1. Product: c1cc2c(-c3nc(N4CCOCC4)c4nc(CN5CC(N6CCOCC6)C5)sc4n3)cncc2[nH]1. Reaction SMILES: [Br:40][c:41]1[c:42]2[c:43]([cH:44][n:45][cH:46]1)[nH:47][cH:48][cH:49]2.[CH2:50]1[O:51][CH2:52][CH2:53][O:54][CH2:55]1.[Cu+:64].[O:1]1[CH2:2][CH2:3][N:4]([c:7]2[c:8]3[c:9]([n:10][c:11]([Sn:13]([CH2:14][CH2:15][CH2:16][CH3:17])([CH2:18][CH2:19][CH2:20][CH3:21])[CH2:22][CH2:23][CH2:24][CH3:25])[n:12]2)[s:26][c:27]([CH2:29][N:30]2[CH2:31][CH:32]([N:34]4[CH2:35][CH2:36][O:37][CH2:38][CH2:39]4)[CH2:33]2)[n:28]3)[CH2:5][CH2:6]1.[s:56]1[cH:57][cH:58][cH:59][c:60]1[C:61]([O-:62])=[O:63]>>[O:1]1[CH2:2][CH2:3][N:4]([c:7]2[c:8]3[c:9]([n:10][c:11](-[c:41]4[c:42]5[c:43]([cH:44][n:45][cH:46]4)[nH:47][cH:48][cH:49]5)[n:12]2)[s:26][c:27]([CH2:29][N:30]2[CH2:31][CH:32]([N:34]4[CH2:35][CH2:36][O:37][CH2:38][CH2:39]4)[CH2:33]2)[n:28]3)[CH2:5][CH2:6]1. Reagents/catalysts: [Pd].C1(=CC=CC=C1)P(C1=CC=CC=C1)C1=CC=CC=C1.C1(=CC=CC=C1)P(C1=CC=CC=C1)C1=CC=CC=C1.C1(=CC=CC=C1)P(C1=CC=CC=C1)C1=CC=CC=C1.C1(=CC=CC=C1)P(C1=CC=CC=C1)C1=CC=CC=C1 (tetrakis(triphenylphosphine) palladium (0)). Reported procedure: To a solution of cis-5-iodo-7-[4-(4-methylpiperazino)cyclohexyl]-7H-pyrrolo[2,3-d]pyrimidin-4-amine (0.100 g, 0.227 mmol) in ethylene glycol dimethyl ether (3 mL) and water (1.5 mL) under nitrogen was added N2-[2-fluoro-4-(4,4,5,5-tetramethyl-1,3,2-dioxaborolan-2-yl)phenyl]-1,3-benzoxazol-2-amine (0.100 g, 0.283 mmol, 1.25 equiv.), tetrakis(triphenylphosphine) palladium (0) (0.013 mg, 0.011 mmol, 0.05 equiv), and sodium carbonate monohydrate (0.070 mg, 0.568 mmol, 2.5 equiv). The solution was st... RXN SMILES: I[C:2]1[C:10]2[C:9]([NH2:11])=[N:8][CH:7]=[N:6][C:5]=2[N:4]([C@H:12]2[CH2:17][CH2:16][C@@H:15]([N:18]3[CH2:23][CH2:22][N:21]([CH3:24])[CH2:20][CH2:19]3)[CH2:14][CH2:13]2)[CH:3]=1.[F:25][C:26]1[CH:31]=[C:30](B2OC(C)(C)C(C)(C)O2)[CH:29]=[CH:28][C:27]=1[NH:41][C:42]1[O:43][C:44]2[CH:50]=[CH:49][CH:48]=[CH:47][C:45]=2[N:46]=1.O.C(=O)([O-])[O-].[Na+].[Na+]>COCCOC.O.[Pd].C1(P(C2C=CC=CC=2)C2C=CC=CC=2)C=CC=CC=1.C1(P(C2C=CC=CC=2)C2C=CC=CC=2)C=CC=CC=1.C1(P(C2C=CC=CC=2)C2C=CC=CC=2)C=CC=CC=1.C1(P(C2C=CC=CC=2)C2C=CC=CC=2)C=CC=CC=1>[NH2:11][C:9]1[C:10]2[C:2]([C:30]3[CH:29]=[CH:28][C:27]([NH:41][C:42]4[O:43][C:44]5[CH:50]=[CH:49][CH:48]=[CH:47][C:45]=5[N:46]=4)=[C:26]([F:25])[CH:31]=3)=[CH:3][N:4]([C@H:12]3[CH2:17][CH2:16][C@@H:15]([N:18]4[CH2:23][CH2:22][N:21]([CH3:24])[CH2:20][CH2:19]4)[CH2:14][CH2:13]3)[C:5]=2[N:6]=[CH:7][N:8]=1 |f:2.3.4.5,8.9.10.11.12|. Isolated yield 27.7%. Conditions: temperature 80 celsius, time 21 hour. Starting materials: IC1=CN(C=2N=CN=C(C21)N)[C@@H]2CC[C@@H](CC2)N2CCN(CC2)C (cis-5-iodo-7-[4-(4-methylpiperazino)cyclohexyl]-7H-pyrrolo[2,3-d]pyrimidin-4-amine), FC1=C(C=CC(=C1)B1OC(C(O1)(C)C)(C)C)NC=1OC2=C(N1)C=CC=C2 (N2-[2-fluoro-4-(4,4,5,5-tetramethyl-1,3,2-dioxaborolan-2-yl)phenyl]-1,3-benzoxazol-2-amine), O.C([O-])([O-])=O.[Na+].[Na+] (sodium carbonate monohydrate). Solvent: COCCOC (ethylene glycol dimethyl ether), O (water). Product: NC=1C2=C(N=CN1)N(C=C2C2=CC(=C(C=C2)NC=2OC1=C(N2)C=CC=C1)F)[C@@H]1CC[C@@H](CC1)N1CCN(CC1)C (cis-N2-(4-{4-amino-7-[4-(4-methylpiperazino)cyclohexyl]-7H-pyrrolo[2,3-d]pyrimidin-5-yl}-2-fluorophenyl)-1,3-benzoxazol-2-amine). Reactants: C1CCOC1, N=C=NC1CCCCC1, Cc1ccc(C(=O)c2cc(O)c(O)c(C(=O)O)c2)cc1, O=C1CCC(=O)N1O. Product: Cc1ccc(C(=O)c2cc(O)c(O)c(C(=O)ON3C(=O)CCC3=O)c2)cc1. As a reaction SMILES: [CH2:38]1[O:39][CH2:40][CH2:41][CH2:42]1.[CH:29]1([N:30]=[C:31]=[NH:32])[CH2:33][CH2:34][CH2:35][CH2:36][CH2:37]1.[OH:1][c:2]1[c:3]([C:4](=[O:5])[OH:6])[cH:7][c:8]([C:12]([c:13]2[cH:14][cH:15][c:16]([CH3:19])[cH:17][cH:18]2)=[O:20])[cH:9][c:10]1[OH:11].[OH:21][N:22]1[C:23](=[O:28])[CH2:24][CH2:25][C:26]1=[O:27]>>[OH:1][c:2]1[c:3]([C:4]([O:5][N:22]2[C:23](=[O:28])[CH2:24][CH2:25][C:26]2=[O:27])=[O:6])[cH:7][c:8]([C:12]([c:13]2[cH:14][cH:15][c:16]([CH3:19])[cH:17][cH:18]2)=[O:20])[cH:9][c:10]1[OH:11]. Starting materials: Cl (hydrochloric acid), C(CCC)OC1=CC=C(C=C1)C=1C=CC2=C(C=C(CCS2(=O)=O)C(=O)OC)C1 (methyl 7-(4-butoxyphenyl)-1,1-dioxo-2,3-dihydro-1-benzothiepine-4-carboxylate), Cl (hydrochloric acid). Solvent: COCCOC (1,2-dimethoxyethane), COCCOC (1,2-dimethoxyethane). Yields the product C(CCC)OC1=CC=C(C=C1)C=1C=CC2=C(C=C(CCS2(=O)=O)C(=O)O)C1 (7-(4-butoxyphenyl)-1,1-dioxo-2,3-dihydro-1-benzothiepine-4-carboxylic acid). Isolated yield 80.6%. As a reaction SMILES: [CH2:1]([O:5][C:6]1[CH:11]=[CH:10][C:9]([C:12]2[CH:13]=[CH:14][C:15]3[S:21](=[O:23])(=[O:22])[CH2:20][CH2:19][C:18]([C:24]([O:26]C)=[O:25])=[CH:17][C:16]=3[CH:28]=2)=[CH:8][CH:7]=1)[CH2:2][CH2:3][CH3:4].Cl>COCCOC>[CH2:1]([O:5][C:6]1[CH:7]=[CH:8][C:9]([C:12]2[CH:13]=[CH:14][C:15]3[S:21](=[O:22])(=[O:23])[CH2:20][CH2:19][C:18]([C:24]([OH:26])=[O:25])=[CH:17][C:16]=3[CH:28]=2)=[CH:10][CH:11]=1)[CH2:2][CH2:3][CH3:4]. Procedure details: To a solution of methyl 7-(4-butoxyphenyl)-1,1-dioxo-2,3-dihydro-1-benzothiepine-4-carboxylate (500 mg) in 1,2-dimethoxyethane (1Oml) was added 6N hydrochloric acid (5 ml), and the mixture was refluxed for 16 hours. To the mixture were added 1,2-dimethoxyethane (5 ml) and 6N hydrochloric acid (2 ml), and the mixture was refluxed for 4 hours, cooled to room temperature and extracted with ethyl acetate. The organic layer was washed with saturated brine, dried with magnesium sulfate and concentrate...